This data is from the Open Reaction Database (ORD), a public repository of structured organic reaction records. The task is: describe an organic reaction: reactants, conditions, products, and yield Yields the product ClC1=CC(=NC2=CC=C(C=C12)OC1=NC=CC=C1)N1CC2=C(CCC1)C=CC=C2 (2-[4-Chloro-6-(pyridin-2-yloxy)quinolin-2-yl]-2,3,4,5-tetrahydro-1H-2-benzazepine). The reactants are ClC1=CC(=NC2=CC=C(C=C12)O)N1CC2=C(CCC1)C=CC=C2 (4-chloro-2-(1,3,4,5-tetrahydro-2H-2-benzazepin-2-yl)quinolin-6-ol), FC1=NC=CC=C1 (2-fluoro-pyridine), C([O-])([O-])=O.[K+].[K+] (potassium carbonate), CS(=O)C (dimethylsulfoxide). Run at temperature 130 celsius, time 40 minute. Procedure details: The mixture of 4-chloro-2-(1,3,4,5-tetrahydro-2H-2-benzazepin-2-yl)quinolin-6-ol (200 mg, 0.617 mmol), 2-fluoro-pyridine (180 mg, 1.85 mmol), potassium carbonate (73 mg, 0.53 mmol) and dry dimethylsulfoxide was heated with stirring in a sealed tube for 40 minutes at 130° C. under microwave irradiation. The resulting mixture was cooled to room temperature, then diluted with water (10 mL) and extracted with ethyl acetate (10 mL×2). The combined organic layer was washed with brine (10 mL×3), and th... Solvent: O (water). Yield: 44.4%. Reaction SMILES: [Cl:1][C:2]1[C:11]2[C:6](=[CH:7][CH:8]=[C:9]([OH:12])[CH:10]=2)[N:5]=[C:4]([N:13]2[CH2:19][CH2:18][CH2:17][C:16]3[CH:20]=[CH:21][CH:22]=[CH:23][C:15]=3[CH2:14]2)[CH:3]=1.F[C:25]1[CH:30]=[CH:29][CH:28]=[CH:27][N:26]=1.C(=O)([O-])[O-].[K+].[K+].CS(C)=O>O>[Cl:1][C:2]1[C:11]2[C:6](=[CH:7][CH:8]=[C:9]([O:12][C:25]3[CH:30]=[CH:29][CH:28]=[CH:27][N:26]=3)[CH:10]=2)[N:5]=[C:4]([N:13]2[CH2:19][CH2:18][CH2:17][C:16]3[CH:20]=[CH:21][CH:22]=[CH:23][C:15]=3[CH2:14]2)[CH:3]=1 |f:2.3.4|. The reactants are O.O.Cl[Sn]Cl (SnCl2.2H2O), BrC=1C=C2C(=NC1)N=C(N2)C2=C(C=CC(=C2)[N+](=O)[O-])Cl (6-bromo-2-(2-chloro-5-nitrophenyl)-1H-imidazo[4,5-b]pyridine). The solvent is C(C)O (ethanol). Product: BrC=1C=C2C(=NC1)N=C(N2)C=2C=C(N)C=CC2Cl (3-[6-bromo-1H-imidazo[4,5-b]pyridin-2-yl]-4-chloroaniline). Isolated yield 73.0%. RXN SMILES: [Br:1][C:2]1[CH:3]=[C:4]2[NH:10][C:9]([C:11]3[CH:16]=[C:15]([N+:17]([O-])=O)[CH:14]=[CH:13][C:12]=3[Cl:20])=[N:8][C:5]2=[N:6][CH:7]=1.O.O.Cl[Sn]Cl>C(O)C>[Br:1][C:2]1[CH:3]=[C:4]2[NH:10][C:9]([C:11]3[CH:16]=[C:15]([CH:14]=[CH:13][C:12]=3[Cl:20])[NH2:17])=[N:8][C:5]2=[N:6][CH:7]=1 |f:1.2.3|. Reported procedure: To a suspension of 6-bromo-2-(2-chloro-5-nitrophenyl)-1H-imidazo[4,5-b]pyridine I-2a (18 g, 50.91 mmol, 1.00 equiv) in ethanol (200 mL) was added SnCl2.2H2O (17.3 g, 76.55 mmol, 1.50 equiv) and heated to reflux overnight. The resulting mixture was concentrated under vacuum and the residue was diluted with 200 mL of H2O. The pH value of the mixture was adjusted to 8 with sodium carbonate (sat.). A filtration was performed and the solids were applied on a silica gel column and eluted with ethyl ac... Reactants: C([O-])(O)=O.[Na+] (sodium bicarbonate), IC1=NN(C2=NC=NC(=C21)N)[C@@H]2CC[C@@H](CC2)N2CCN(CC2)C (cis-3-iodo-1-[4-(4-methylpiperazino)cyclohexyl]-1H-pyrazolo[3,4-d]pyrimidin-4-amine), CC1(OB(OC1(C)C)C1=CC=C(OC2=C(C=O)C=CC=C2)C=C1)C (2-[4-(4,4,5,5-tetramethyl-1,3,2-dioxaborolan-2-yl)phenoxy]benzaldehyde), O.C([O-])([O-])=O.[Na+].[Na+] (sodium carbonate monohydrate). Reagents/catalysts: C=1C=CC(=CC1)[P](C=2C=CC=CC2)(C=3C=CC=CC3)[Pd]([P](C=4C=CC=CC4)(C=5C=CC=CC5)C=6C=CC=CC6)([P](C=7C=CC=CC7)(C=8C=CC=CC8)C=9C=CC=CC9)[P](C=1C=CC=CC1)(C=1C=CC=CC1)C=1C=CC=CC1 (tetrakis(triphenylphosphine)palladium). Run in CCOCC (Et2O), O (water), COCCOC (DME). Reaction conditions: temperature 85 celsius. Product: NC1=C2C(=NC=N1)N(N=C2C=2C=C(OC1=C(C=O)C=CC=C1)C=CC2)[C@@H]2CC[C@@H](CC2)N2CCN(CC2)C (cis-2-(3-{4-amino-1-[4-(4-methylpiperazino)cyclohexyl]-1H-pyrazolo[3,4-d]pyrimidin-3-yl}phenoxy)benzaldehyde). The yield is 73.6%. RXN SMILES: I[C:2]1[C:10]2[C:5](=[N:6][CH:7]=[N:8][C:9]=2[NH2:11])[N:4]([C@H:12]2[CH2:17][CH2:16][C@@H:15]([N:18]3[CH2:23][CH2:22][N:21]([CH3:24])[CH2:20][CH2:19]3)[CH2:14][CH2:13]2)[N:3]=1.CC1(C)C(C)(C)OB([C:33]2[CH:47]=[CH:46][C:36]([O:37][C:38]3[CH:45]=[CH:44][CH:43]=[CH:42][C:39]=3[CH:40]=[O:41])=[CH:35][CH:34]=2)O1.O.C(=O)([O-])[O-].[Na+].[Na+].C(=O)(O)[O-].[Na+]>O.C1C=CC([P]([Pd]([P](C2C=CC=CC=2)(C2C=CC=CC=2)C2C=CC=CC=2)([P](C2C=CC=CC=2)(C2C=CC=CC=2)C2C=CC=CC=2)[P](C2C=CC=CC=2)(C2C=CC=CC=2)C2C=CC=CC=2)(C2C=CC=CC=2)C2C=CC=CC=2)=CC=1.CCOCC.COCCOC>[NH2:11][C:9]1[N:8]=[CH:7][N:6]=[C:5]2[N:4]([C@H:12]3[CH2:17][CH2:16][C@@H:15]([N:18]4[CH2:23][CH2:22][N:21]([CH3:24])[CH2:20][CH2:19]4)[CH2:14][CH2:13]3)[N:3]=[C:2]([C:34]3[CH:35]=[C:36]([CH:46]=[CH:47][CH:33]=3)[O:37][C:38]3[CH:45]=[CH:44][CH:43]=[CH:42][C:39]=3[CH:40]=[O:41])[C:10]=12 |f:2.3.4.5,6.7,^1:65,67,86,105|. Reported procedure: A mixture of cis-3-iodo-1-[4-(4-methylpiperazino)cyclohexyl]-1H-pyrazolo[3,4-d]pyrimidin-4-amine (0.970 g, 2.20 mmol, 1 equiv), 2-[4-(4,4,5,5-tetramethyl-1,3,2-dioxaborolan-2-yl)phenoxy]benzaldehyde (0.842 g, 2.60 mmol, 1.2 equiv), tetrakis(triphenylphosphine)palladium (0.186 g, 0.180 mmol, 0.08 equiv), DME (9 mL), and sodium carbonate monohydrate (0.655 g, 5.30 mmol, 2.4 equiv) in water (7 mL) was heated at 85° C. for 7 h then allowed to cool to ambient temperature. Saturated aqueous sodium bic... The reactants are Cl.BrC1=CC=C(C=C1)NN (4-bromophenylhydrazine hydrochloride), Cl.BrC1=CC=C(C=C1)NN (4-Bromophenylhydrazine hydrochloride), C1CCC(=O)C(=O)C1 (1,2-cyclohexadione), Cl.BrC1=CC=C(C=C1)NN (4-bromophenylhydrazine hydrochloride), Cl.BrC1=CC=C(C=C1)NN (4-bromophenylhydrazine hydrochloride). The reagents and catalysts are C(C)(=O)O (acetic acid). Solvent: C(C)O (ethanol), C(C)O (ethanol). Reaction conditions: time 1 hour. Product: BrC1=CC2=C(C=C1)NC=1C2=CC=C2C3=CC(=CC=C3NC12)Br (3,8-dibromo-11H,12H-indolo[2,3-a]carbazole). Isolated yield 29.7%. As a reaction SMILES: Cl.[Br:2][C:3]1[CH:8]=[CH:7][C:6]([NH:9]N)=[CH:5][CH:4]=1.[CH2:11]1[CH2:18][C:16](=O)[C:14](=O)[CH2:13][CH2:12]1>C(O)C.C(O)(=O)C>[Br:2][C:3]1[CH:8]=[CH:7][C:6]2[NH:9][C:13]3[C:12](=[CH:11][CH:18]=[C:16]4[C:14]=3[NH:9][C:6]3[C:5]4=[CH:4][C:3]([Br:2])=[CH:8][CH:7]=3)[C:5]=2[CH:4]=1 |f:0.1|. Procedure: 4-Bromophenylhydrazine hydrochloride (99%; 10.44 g, 1 eq) is introduced into a solution of 1,2-cyclohexadione (98%; 5.4 g, 1 eq) in absolute ethanol (50 ml). After adding 20 drops of glacial acetic acid, the mixture is stirred at room temperature for 1 h and then at 80° C. for 4 h. Then a further 5.3 g of 99% 4-bromophenylhydrazine hydrochloride are added to the reaction and, after a further 6 h at 80° C., another 5.3 g of 99% 4-bromophenylhydrazine hydrochloride are added. The reaction is stirr... Starting materials: O=C1Cc2cc3c(cc2CCN1CCCCl)OCO3, CNC1CCc2cc(OC)c(OC)cc2C1. Product: COc1cc2c(cc1OC)CC(N(C)CCCN1CCc3cc4c(cc3CC1=O)OCO4)CC2. As a reaction SMILES: [CH2:1]1[O:2][c:3]2[cH:4][c:5]3[c:6]([cH:17][c:18]2[O:19]1)[CH2:7][C:8](=[O:16])[N:9]([CH2:12][CH2:13][CH2:14][Cl:15])[CH2:10][CH2:11]3.[CH3:20][O:21][c:22]1[cH:23][c:24]2[c:29]([cH:30][c:31]1[O:32][CH3:33])[CH2:28][CH:27]([NH:34][CH3:35])[CH2:26][CH2:25]2>>[CH2:1]1[O:2][c:3]2[cH:4][c:5]3[c:6]([cH:17][c:18]2[O:19]1)[CH2:7][C:8](=[O:16])[N:9]([CH2:12][CH2:13][CH2:14][N:34]([CH:27]1[CH2:26][CH2:25][c:24]2[cH:23][c:22]([O:21][CH3:20])[c:31]([O:32][CH3:33])[cH:30][c:29]2[CH2:28]1)[CH3:35])[CH2:10][CH2:11]3. Starting materials: CC(CC(C)=O)=O (2,4-pentandione), C(CCCCCCC)P(CCCCCCCC)CCCCCCCC (trioctyl phosphine), C(C=C)(=O)OCC (ethyl acrylate), C(C)(=O)O (acetic acid). Solvent: C(C)OCC (diethyl ether). Run at time 65 hour. Product: C(C)OC(CCC(C(C)=O)C(C)=O)=O (4-acetyl-5-oxohexanoic acid ethyl ester). RXN SMILES: [CH3:1][C:2](=[O:7])[CH2:3][C:4](=[O:6])[CH3:5].C(P(CCCCCCCC)CCCCCCCC)CCCCCCC.[C:33]([O:37][CH2:38][CH3:39])(=[O:36])[CH:34]=[CH2:35].C(O)(=O)C>C(OCC)C>[CH2:38]([O:37][C:33](=[O:36])[CH2:34][CH2:35][CH:3]([C:2](=[O:7])[CH3:1])[C:4](=[O:6])[CH3:5])[CH3:39]. Procedure details: To a mixture of 70 g of 2,4-pentandione and 1.72 g of trioctyl phosphine, 45 g of ethyl acrylate was added dropwise over 40 minutes, keeping the temperature at 0–5° C. by cooling. After stirring for 65 hours, 2 ml of acetic acid and 150 ml of diethyl ether were added, and the solution was extracted with an aqueous sodium carbonate solution and water. The organic layer was dried, and 4-acetyl-5-oxohexanoic acid ethyl ester was isolated by fractional distillation. Reactants: Cc1cc(O)ccc1Br, CC(C)(C)OC(=O)N1CCC(c2ccc(CO)cc2)CC1. Yields the product Cc1cc(OCc2ccc(C3CCN(C(=O)OC(C)(C)C)CC3)cc2)ccc1Br. Reaction SMILES: [Br:1][c:2]1[c:3]([CH3:9])[cH:4][c:5]([OH:8])[cH:6][cH:7]1.[C:10]([CH3:11])([CH3:12])([CH3:13])[O:14][C:15](=[O:16])[N:17]1[CH2:18][CH2:19][CH:20]([c:23]2[cH:24][cH:25][c:26]([CH2:29][OH:30])[cH:27][cH:28]2)[CH2:21][CH2:22]1>>[Br:1][c:2]1[c:3]([CH3:9])[cH:4][c:5]([O:8][CH2:29][c:26]2[cH:25][cH:24][c:23]([CH:20]3[CH2:19][CH2:18][N:17]([C:15]([O:14][C:10]([CH3:11])([CH3:12])[CH3:13])=[O:16])[CH2:22][CH2:21]3)[cH:28][cH:27]2)[cH:6][cH:7]1. The reactants are CC(C)(C)O, O=S(=O)([O-])Cc1ccc(F)cc1, [K+], [K+], CCOC(=O)c1ccccc1N, O=C([O-])[O-]. The product is CCOC(=O)c1ccccc1Nc1ccc(F)cc1. RXN SMILES: [C:31]([OH:32])([CH3:33])([CH3:34])[CH3:35].[F:1][c:2]1[cH:3][cH:4][c:5]([CH2:8][S:9]([O-:10])(=[O:11])=[O:12])[cH:6][cH:7]1.[K+:25].[K+:26].[NH2:13][c:14]1[c:15]([C:16](=[O:17])[O:18][CH2:19][CH3:20])[cH:21][cH:22][cH:23][cH:24]1.[O-:27][C:28]([O-:29])=[O:30]>>[F:1][c:2]1[cH:3][cH:4][c:5]([NH:13][c:14]2[c:15]([C:16](=[O:17])[O:18][CH2:19][CH3:20])[cH:21][cH:22][cH:23][cH:24]2)[cH:6][cH:7]1. Starting materials: N(=NC(=O)OC(C)C)C(=O)OC(C)C (diisopropyl azodicarboxylate), C1(=NC=CC2=CC=CC=C12)N1CCC(CC1)CO ([1-(1-isoquinolyl)-4-piperidyl]methanol), C1(=CC=CC=C1)P(C1=CC=CC=C1)C1=CC=CC=C1 (triphenylphosphine), O1C(NC(C1)=O)=O (1,3-oxazolidine-2,4-dione). Solvent: O1CCCC1 (tetrahydrofuran), O1CCCC1 (tetrahydrofuran). Reaction conditions: temperature -10 celsius, time 1 hour. Yields the product C1(=NC=CC2=CC=CC=C12)N1CCC(CC1)CN1C(OCC1=O)=O (3-{[1-(1-Isoquinolyl)-4-piperidyl]methyl}-1,3-oxazolidine-2,4-dione). Reaction SMILES: N(C(OC(C)C)=O)=NC(OC(C)C)=O.[C:15]1([N:25]2[CH2:30][CH2:29][CH:28]([CH2:31]O)[CH2:27][CH2:26]2)[C:24]2[C:19](=[CH:20][CH:21]=[CH:22][CH:23]=2)[CH:18]=[CH:17][N:16]=1.C1(P(C2C=CC=CC=2)C2C=CC=CC=2)C=CC=CC=1.[O:52]1[CH2:56][C:55](=[O:57])[NH:54][C:53]1=[O:58]>O1CCCC1>[C:15]1([N:25]2[CH2:26][CH2:27][CH:28]([CH2:31][N:54]3[C:55](=[O:57])[CH2:56][O:52][C:53]3=[O:58])[CH2:29][CH2:30]2)[C:24]2[C:19](=[CH:20][CH:21]=[CH:22][CH:23]=2)[CH:18]=[CH:17][N:16]=1. Procedure details: A solution of 2.01 g (9.95 mmol) of diisopropyl azodicarboxylate (DIAD) in 5 ml of tetrahydrofuran is added dropwise, under an inert atmosphere, to a solution of 2.4 g (9.95 mmol) of [1-(1-isoquinolyl)-4-piperidyl]methanol, prepared in step 5.1, 2.87 g (10.94 mmol) of triphenylphosphine and 1.21 g (11.93 mmol) of 1,3-oxazolidine-2,4-dione in 40 ml of tetrahydrofuran, cooled to about −10° C., the temperature of the reaction medium being maintained throughout between −10° C. and 0° C. Stirring is ...